From a dataset of the Open Reaction Database (ORD), a public repository of structured organic reaction records. describe an organic reaction: reactants, conditions, products, and yield Reactants: [N+](=O)([O-])C1=CC=C(C=C1)CC(=O)[O-] (p-nitrophenylacetate), solution, [N+](=O)([O-])C1=CC=C(C=C1)CC(=O)[O-] (p-nitrophenylacetate), [N+](=O)([O-])C1=CC=C(C=C1)CC(=O)[O-] (p-nitrophenylacetate), [N+](=O)([O-])C1=CC=C(C=C1)[O-] (p-nitrophenolate), acetyl xylan, solution, C(C(CO)(CO)N)O.Cl (Tris-HCl). Run in C(C)(=O)[O-].[Na+] (sodium acetate), CS(=O)C (dimethylsulfoxide), C(C)(=O)[O-].[Na+] (sodium acetate). Run at time 10 minute. The product is C1=CC(=CC=C1[N+](=O)[O-])O (p-Nitrophenol). Reaction SMILES: [N+](C1C=CC(CC([O-])=O)=CC=1)([O-])=O.C(O)C(N)(CO)CO.Cl.[N+:23]([C:26]1[CH:31]=[CH:30][C:29]([O-:32])=[CH:28][CH:27]=1)([O-:25])=[O:24]>CS(C)=O.C([O-])(=O)C.[Na+]>[CH:27]1[C:26]([N+:23]([O-:25])=[O:24])=[CH:31][CH:30]=[C:29]([OH:32])[CH:28]=1 |f:1.2,5.6|. Procedure details: A p-nitrophenylacetate stock solution is made by dissolving p-nitrophenylacetate in dimethylsulfoxide (DMSO) to constitute a 0.1 M solution. Before assay, a sample of the stock solution is diluted 100-fold in 50 mM sodium acetate pH 5.0 to make a 1 mM solution. A 100 μl volume of 1 mM p-nitrophenylacetate is mixed with each dilution of the enzyme and then incubated at 25° C. for 10 minutes. Substrate alone, enzyme alone, and buffer alone are run as controls. p-Nitrophenol standard solutions of 0... Reactants: ClC=1NC2=C(N1)C=CC(=C2)C2=CC(=CC=C2)OC (2-chloro-5-(3-methoxyphenyl)benzimidazole), N1CCC2(CC1)OC(C1=CC=CC=C12)=O (spiro[isobenzofuran-1,4′-piperidin]-3-one). The solvent is CC(=O)N(C)C (dimethylacetamide). Product: COC=1C=C(C=CC1)C1=CC2=C(NC(=N2)N2CCC3(CC2)OC(C2=CC=CC=C23)=O)C=C1 (1′-(5-(3-methoxyphenyl)-1H-benzimidazol-2-yl)-spiro[isobenzofuran-1,4′-piperidin]-3-one). RXN SMILES: Cl[C:2]1[NH:3][C:4]2[CH:10]=[C:9]([C:11]3[CH:16]=[CH:15][CH:14]=[C:13]([O:17][CH3:18])[CH:12]=3)[CH:8]=[CH:7][C:5]=2[N:6]=1.[NH:19]1[CH2:24][CH2:23][C:22]2([C:32]3[C:27](=[CH:28][CH:29]=[CH:30][CH:31]=3)[C:26](=[O:33])[O:25]2)[CH2:21][CH2:20]1>CC(N(C)C)=O>[CH3:18][O:17][C:13]1[CH:12]=[C:11]([C:9]2[CH:8]=[CH:7][C:5]3[NH:6][C:2]([N:19]4[CH2:24][CH2:23][C:22]5([C:32]6[C:27](=[CH:28][CH:29]=[CH:30][CH:31]=6)[C:26](=[O:33])[O:25]5)[CH2:21][CH2:20]4)=[N:3][C:4]=3[CH:10]=2)[CH:16]=[CH:15][CH:14]=1. Procedure details: Stir 2-chloro-5-(3-methoxyphenyl)benzimidazole (185 mg) and spiro[isobenzofuran-1,4′-piperidin]-3-one (263 mg) in dimethylacetamide (6 mL) at 195° C. for 1 hour. Cool the mixture and partition between EtOAc and half-saturated NaHCO3, wash several times with water, dry and concentrate in vacuo. Purify the residue by chromatography (1:1 hexanes/EtOAc) to obtain 1′-(5-(3-methoxyphenyl)-1H-benzimidazol-2-yl)-spiro[isobenzofuran-1,4′-piperidin]-3-one. Starting materials: [Cl-].[NH4+] (ammonium chloride), [H-].[Na+] (sodium hydride), CI (methyl iodide), FC1=CC=C2C=CNC2=C1 (6-fluoroindole). Run in CN(C)C=O (DMF). Reaction conditions: temperature 0 celsius. Product: FC1=CC=C2C=CN(C2=C1)C (6-fluoro-1-methylindole). Yield: 113.6%. As a reaction SMILES: [F:1][C:2]1[CH:10]=[C:9]2[C:5]([CH:6]=[CH:7][NH:8]2)=[CH:4][CH:3]=1.[H-].[Na+].[CH3:13]I.[Cl-].[NH4+]>CN(C=O)C>[F:1][C:2]1[CH:10]=[C:9]2[C:5]([CH:6]=[CH:7][N:8]2[CH3:13])=[CH:4][CH:3]=1 |f:1.2,4.5|. Procedure details: In DMF (65 ml) was dissolved 6-fluoroindole (6.10 g, 45.1 mmol). Under stirring at 0° C., sodium hydride (60% in oil, 1.45 g, 36.3 mmol) was added in portions. After stirring at 0° C. for 30 minutes, methyl iodide (2.46 ml, 39.6 mmol) was added to the reaction mixture. The reaction mixture was stirred further at the same temperature for 2.5 hours. A saturated aqueous solution of ammonium chloride was added, followed by extraction with ethyl acetate. The extract was washed with saturated brine, d... The reactants are Br, Cc1ccccc1, COC(=O)C(O)c1ccc2c(c1)OCO2. Product: COC(=O)C(Br)c1ccc2c(c1)OCO2. As a reaction SMILES: [BrH:1].[CH3:17][c:18]1[cH:19][cH:20][cH:21][cH:22][cH:23]1.[O:2]1[CH2:3][O:4][c:5]2[c:6]1[cH:7][cH:8][c:9]([CH:11]([C:12](=[O:13])[O:14][CH3:15])[OH:16])[cH:10]2>>[Br:1][CH:11]([c:9]1[cH:8][cH:7][c:6]2[c:5]([cH:10]1)[O:4][CH2:3][O:2]2)[C:12](=[O:13])[O:14][CH3:15]. Starting materials: ClC=1SC=C(C1NC(=N)NC1C2(OCCO2)CCCC1)C (N-(2-Chloro-4-methylthiophen-3-yl)-N′-(1,4-dioxaspiro[4.5]dec-6-yl)guanidine). Solvent: Cl (hydrochloric acid), Cl (hydrochloric acid), O (water). Run at time 30 minute. The product is O1CCOC12C(CCCC2)N (1,4-Dioxaspiro[4.5]dec-6-ylamine). Isolated yield 192.3%. As a reaction SMILES: ClC1SC=C(C)C=1NC([NH:10][CH:11]1[CH2:20][CH2:19][CH2:18][CH2:17][C:12]21[O:16][CH2:15][CH2:14][O:13]2)=N>Cl.O>[O:13]1[C:12]2([CH2:17][CH2:18][CH2:19][CH2:20][CH:11]2[NH2:10])[O:16][CH2:15][CH2:14]1. Procedure details: N-(2-Chloro-4-methylthiophen-3-yl)-N′-(1,4-dioxaspiro[4.5]dec-6-yl)guanidine (24 mg) was dissolved in 2N hydrochloric acid (1 ml) and stirred at room temperature for 30 min. Concentrated hydrochloric acid (1 ml) was then added, and the mixture was stirred for another two hours. The mixture was then diluted with a little water and freeze-dried. Toluene was added to the residue and then distilled off under reduced pressure. This step was repeated twice, giving 22 mg of the desired product as a sol... The reactants are [Ba+2], C1CCOC1, O=[N+]([O-])c1ccc2nc(Cl)ccc2c1, [OH-], [OH-], O, OB(O)c1ccccc1, Cl[Pd]Cl, c1ccc(P(c2ccccc2)c2ccccc2)cc1, c1ccc(P(c2ccccc2)c2ccccc2)cc1. The product is O=[N+]([O-])c1ccc2nc(-c3ccccc3)ccc2c1. Reaction SMILES: [Ba+2:25].[CH2:27]1[O:28][CH2:29][CH2:30][CH2:31]1.[Cl:1][c:2]1[n:3][c:4]2[cH:5][cH:6][c:7]([N+:12](=[O:13])[O-:14])[cH:8][c:9]2[cH:10][cH:11]1.[OH-:24].[OH-:26].[OH2:32].[OH:15][B:16]([OH:17])[c:18]1[cH:19][cH:20][cH:21][cH:22][cH:23]1.[Pd:71]([Cl:72])[Cl:73].[c:33]1([P:34]([c:35]2[cH:36][cH:37][cH:38][cH:39][cH:40]2)[c:41]2[cH:42][cH:43][cH:44][cH:45][cH:46]2)[cH:47][cH:48][cH:49][cH:50][cH:51]1.[c:52]1([P:53]([c:54]2[cH:55][cH:56][cH:57][cH:58][cH:59]2)[c:60]2[cH:61][cH:62][cH:63][cH:64][cH:65]2)[cH:66][cH:67][cH:68][cH:69][cH:70]1>>[c:2]1(-[c:18]2[cH:19][cH:20][cH:21][cH:22][cH:23]2)[n:3][c:4]2[cH:5][cH:6][c:7]([N+:12](=[O:13])[O-:14])[cH:8][c:9]2[cH:10][cH:11]1. Starting materials: COc1ccccc1Cc1cnc(N)o1, CCO, COc1ccccc1CC(Cl)C=O, NC(N)=O. Yields the product COc1ccccc1N. RXN SMILES: [CH3:1][O:2][c:3]1[c:4]([CH2:5][c:6]2[o:7][c:8]([NH2:9])[n:10][cH:11]2)[cH:12][cH:13][cH:14][cH:15]1.[CH3:33][CH2:34][OH:35].[Cl:16][CH:17]([CH2:18][c:19]1[cH:20][cH:21][cH:22][cH:23][c:24]1[O:25][CH3:26])[CH:27]=[O:28].[NH2:29][C:30](=[O:31])[NH2:32]>>[CH3:1][O:2][c:3]1[c:4]([NH2:29])[cH:12][cH:13][cH:14][cH:15]1.